This data is from the Open Reaction Database (ORD), a public repository of structured organic reaction records. The task is: describe an organic reaction: reactants, conditions, products, and yield Product: CN1CCOC(c2ccc(O)cc2)C1. Reaction SMILES: [CH2:1]=[O:2].[CH3:20][OH:21].[CH3:3][C:4](=[O:5])[OH:6].[O:7]1[CH:8]([c:13]2[cH:14][cH:15][c:16]([OH:19])[cH:17][cH:18]2)[CH2:9][NH:10][CH2:11][CH2:12]1>>[CH3:3][N:10]1[CH2:9][CH:8]([c:13]2[cH:14][cH:15][c:16]([OH:19])[cH:17][cH:18]2)[O:7][CH2:12][CH2:11]1. Reactants: C=O, CO, CC(=O)O, Oc1ccc(C2CNCCO2)cc1. Starting materials: NC1=C2N=CN(C2=NC(=N1)Cl)CC1=CC=CC=C1 (6-Amino-9-benzyl-2-chloropurine), CNC (dimethylamine), [OH-].[Na+] (sodium hydroxide). The product is NC1=C2N=CN(C2=NC(=N1)N(C)C)CC1=CC=CC=C1 (6-Amino-9-benzyl-2-dimethylaminopurine). Yield: 87.0%. As a reaction SMILES: [NH2:1][C:2]1[N:10]=[C:9](Cl)[N:8]=[C:7]2[C:3]=1[N:4]=[CH:5][N:6]2[CH2:12][C:13]1[CH:18]=[CH:17][CH:16]=[CH:15][CH:14]=1.[OH-].[Na+].[CH3:21][NH:22][CH3:23]>>[NH2:1][C:2]1[N:10]=[C:9]([N:22]([CH3:23])[CH3:21])[N:8]=[C:7]2[C:3]=1[N:4]=[CH:5][N:6]2[CH2:12][C:13]1[CH:18]=[CH:17][CH:16]=[CH:15][CH:14]=1 |f:1.2|. Procedure details: 6-Amino-9-benzyl-2-chloropurine (100 mg, 0.385 mmol) and aqueous dimethylamine (30 ml) were heated at 120° C. for 15 hours in autoclave. The reaction mixture was condensed in vacuo. To the residue was added 5N aqueous sodium hydroxide and the solution was extracted with chloroform. The organic layer was dried on sodium sulfate, filtered and the solvent in the filtrate was evaporated in vacuo. The residue was purified with silica gel chromatography (2% methanol/chloroform) to give the subject com... Reactants: CN(C(=O)OC(C)(C)C)[C@H]1C[C@@H]([C@H](C1)C1=CC=CC=C1)CN1CCC(CC1)N(CC=C)C(=O)OCC1=CC=C(C=C1)[N+](=O)[O-] (1-(R)-(N-(methyl)-N-(t-butoxycarbonyl)amino)-3-(S)-((4-(N-(4-nitrobenzyloxycarbonyl)-N-(allyl)amino)piperidin-1-yl)methyl)-4-(S)-phenylcyclopentane), CS(=O)(=O)Cl (methylsulfonyl chloride). Yields the product CN(S(=O)(=O)C)[C@H]1C[C@@H]([C@H](C1)C1=CC=CC=C1)CN1CCC(CC1)N(CC=C)C(=O)OCC1=CC=C(C=C1)[N+](=O)[O-] (1-(R)-(N-(Methyl)-N-(methylsulfonyl)amino)-3-(S)-((4-(N-(4-nitrobenzyloxycarbonyl)-N-(allyl)amino)piperidin-1-yl)methyl)-4-(S)-phenylcyclopentane). As a reaction SMILES: [CH3:1][N:2]([C@@H:10]1[CH2:14][C@H:13]([C:15]2[CH:20]=[CH:19][CH:18]=[CH:17][CH:16]=2)[C@@H:12]([CH2:21][N:22]2[CH2:27][CH2:26][CH:25]([N:28]([C:32]([O:34][CH2:35][C:36]3[CH:41]=[CH:40][C:39]([N+:42]([O-:44])=[O:43])=[CH:38][CH:37]=3)=[O:33])[CH2:29][CH:30]=[CH2:31])[CH2:24][CH2:23]2)[CH2:11]1)C(OC(C)(C)C)=O.[CH3:45][S:46](Cl)(=[O:48])=[O:47]>>[CH3:1][N:2]([C@@H:10]1[CH2:14][C@H:13]([C:15]2[CH:20]=[CH:19][CH:18]=[CH:17][CH:16]=2)[C@@H:12]([CH2:21][N:22]2[CH2:27][CH2:26][CH:25]([N:28]([C:32]([O:34][CH2:35][C:36]3[CH:41]=[CH:40][C:39]([N+:42]([O-:44])=[O:43])=[CH:38][CH:37]=3)=[O:33])[CH2:29][CH:30]=[CH2:31])[CH2:24][CH2:23]2)[CH2:11]1)[S:46]([CH3:45])(=[O:48])=[O:47]. Procedure details: Using essentially the same procedure as in Example 16, Step A and B but substituting 1-(R)-(N-(methyl)-N-(t-butoxycarbonyl)amino)-3-(S)-((4-(N-(4-nitrobenzyloxycarbonyl)-N-(allyl)amino)piperidin-1-yl)methyl)-4-(S)-phenylcyclopentane from Example 29, Step H in Step A and methylsulfonyl chloride in Step B, the title compound was prepared.